The task is: describe an organic reaction: reactants, conditions, products, and yield. This data is from the Open Reaction Database (ORD), a public repository of structured organic reaction records. Reactants: CC1=C(N)C=CC=C1C (2,3-dimethylaniline), CC1=C(N)C=CC=C1C (2,3-dimethylaniline), CC(N=C=NC(C)C)C (DIC), C(C)(C)(C)OC(=O)N1CCC=2N(C=3C=CC(=C(C3C2CC1)Cl)Cl)CC(=O)O ([3-(tert-butoxycarbonyl)-9,10-dichloro-2,3,4,5-tetrahydroazepino[4,5-b]indol-6(1H)-yl]acetic acid). Reagents/catalysts: CN(C)C=1C=CN=CC1 (DMAP). Run in C1CCOC1 (THF), CCOC(=O)C (EtOAc), C1CCOC1 (THF). Run at time 4 hour. The product is ClC1=C(C=2C3=C(N(C2C=C1)CC(=O)NC1=C(C(=CC=C1)C)C)CCN(CC3)C(=O)OC(C)(C)C)Cl (tert-Butyl 9,10-dichloro-6-[2-(2,3-dimethylanilino)-2-oxoethyl]-1,4,5,6-tetrahydroazepino[4,5-b]indole-3(2H)-carboxylate). Isolated yield 58.4%. RXN SMILES: [CH3:1][C:2]1[C:8]([CH3:9])=[CH:7][CH:6]=[CH:5][C:3]=1[NH2:4].CC(C)N=C=NC(C)C.[C:19]([O:23][C:24]([N:26]1[CH2:39][CH2:38][C:37]2[C:36]3[C:35]([Cl:40])=[C:34]([Cl:41])[CH:33]=[CH:32][C:31]=3[N:30]([CH2:42][C:43](O)=[O:44])[C:29]=2[CH2:28][CH2:27]1)=[O:25])([CH3:22])([CH3:21])[CH3:20]>CN(C1C=CN=CC=1)C.C1COCC1.CCOC(C)=O>[Cl:41][C:34]1[CH:33]=[CH:32][C:31]2[N:30]([CH2:42][C:43]([NH:4][C:3]3[CH:5]=[CH:6][CH:7]=[C:8]([CH3:9])[C:2]=3[CH3:1])=[O:44])[C:29]3[CH2:28][CH2:27][N:26]([C:24]([O:23][C:19]([CH3:21])([CH3:20])[CH3:22])=[O:25])[CH2:39][CH2:38][C:37]=3[C:36]=2[C:35]=1[Cl:40]. Reported procedure: DMAP (89 mg, 0.73 mmol), 2,3-dimethylaniline (98 mg, 0.81 mmol) and DIC (0.13 mL, 0.81 mmol) were added to the solution of crude [3-(tert-butoxycarbonyl)-9,10-dichloro-2,3,4,5-tetrahydroazepino[4,5-b]indol-6(1H)-yl]acetic acid (0.30 g, 0.73 mmol) in dry THF (3.5 mL). After 4 h, additional 2,3-dimethylaniline (0.049 mL, 0.40 mmol) and THF (2 mL) was added. The reaction was diluted with EtOAc after 25 h followed by washing with 10% aqueous citric acid (75 mL), saturated aqueous NaHCO3 (40 mL), and...